From a dataset of the Open Reaction Database (ORD), a public repository of structured organic reaction records. describe an organic reaction: reactants, conditions, products, and yield Starting materials: CCOC(=O)C1CCn2c1cc(C)c2C(=O)c1ccc(SC)n1C, CO, [Cl-], [Na+], [Na+], [OH-]. Product: CSc1ccc(C(=O)c2c(C)cc3n2CCC3C(=O)O)n1C. As a reaction SMILES: [CH3:1][n:2]1[c:3]([C:9](=[O:10])[c:11]2[c:12]([CH3:24])[cH:13][c:14]3[n:15]2[CH2:16][CH2:17][CH:18]3[C:19](=[O:20])[O:21][CH2:22][CH3:23])[cH:4][cH:5][c:6]1[S:7][CH3:8].[CH3:29][OH:30].[Cl-:28].[Na+:26].[Na+:27].[OH-:25]>>[CH3:1][n:2]1[c:3]([C:9](=[O:10])[c:11]2[c:12]([CH3:24])[cH:13][c:14]3[n:15]2[CH2:16][CH2:17][CH:18]3[C:19](=[O:20])[OH:21])[cH:4][cH:5][c:6]1[S:7][CH3:8]. Starting materials: O (water), C(=C)C=1C=CC=C2C=CNC12 (7-vinylindole), [H-].[Na+] (sodium hydride), BrCCCC=C (5-Bromo-1-pentene). Solvent: C(C)(=O)OCC (ethyl acetate), CN(C=O)C (dimethylformamide). Conditions: temperature 22 celsius, time 30 minute. Yields the product C(CCC=C)N1C=CC2=CC=CC(=C12)C=C (1-(Pent-4-en-1-yl)-7-vinyl-1H-indole). The yield is 73.1%. As a reaction SMILES: [CH:1]([C:3]1[CH:4]=[CH:5][CH:6]=[C:7]2[C:11]=1[NH:10][CH:9]=[CH:8]2)=[CH2:2].[H-].[Na+].Br[CH2:15][CH2:16][CH2:17][CH:18]=[CH2:19].O>CN(C)C=O.C(OCC)(=O)C>[CH2:19]([N:10]1[C:11]2[C:7](=[CH:6][CH:5]=[CH:4][C:3]=2[CH:1]=[CH2:2])[CH:8]=[CH:9]1)[CH2:18][CH2:17][CH:16]=[CH2:15] |f:1.2|. Procedure: To a 0° C. solution of 7-vinylindole (5.0 g, 34.9 mmol) in 140 mL of dimethylformamide was added sodium hydride (60% dispersion in mineral oil) (3.5 g, 87.3 mmol). The ice bath was removed and the solution was warmed to 20-24° C. and stirred an additional 30 minutes. 5-Bromo-1-pentene (20 mL, 175 mmol) was added dropwise and stirring continued for 3 hrs. The solution was poured into 150 mL of water and 150 mL of ethyl acetate. The aqueous layer was washed with additional ethyl acetate (3×100 mL)... Reactants: COc1ccc(C(=O)CBr)cc1, CCCc1cc(OC)ccn1, CC(C)=O. Yields the product [Br-], CCCc1cc(OC)cc[n+]1CC(=O)c1ccc(OC)cc1. RXN SMILES: [CH3:12][O:13][c:14]1[cH:15][cH:16][c:17]([C:18]([CH2:19][Br:20])=[O:21])[cH:22][cH:23]1.[CH3:1][O:2][c:3]1[cH:4][c:5]([CH2:9][CH2:10][CH3:11])[n:6][cH:7][cH:8]1.[CH3:24][C:25](=[O:26])[CH3:27]>>[Br-:20].[CH3:1][O:2][c:3]1[cH:4][c:5]([CH2:9][CH2:10][CH3:11])[n+:6]([CH2:19][C:18]([c:17]2[cH:16][cH:15][c:14]([O:13][CH3:12])[cH:23][cH:22]2)=[O:21])[cH:7][cH:8]1.